Task: describe an organic reaction: reactants, conditions, products, and yield. Dataset: the Open Reaction Database (ORD), a public repository of structured organic reaction records The reactants are C(C1=CC=CC=C1)OC1=C(C=CC(=C1)NC1=NC(=NC(=N1)N1C[C@@H](C[C@@H](C1)NC(=O)OC(C)(C)C)NC(=O)OC(C)(C)C)N1C[C@@H](C[C@@H](C1)NC(=O)OC(C)(C)C)NC(=O)OC(C)(C)C)N (2-Benzyloxy-N4-(4,6-bis-((3R,5S)-3,5-bis-(tert-butoxycarbonylamino)-piperidin-1-yl)-[1,3,5]triazin-2-yl)-benzene-1,4-diamine), ClC1=CC2=C(C(OC(O2)=O)=O)C=C1 (7-chloro-benzo[1,3]dioxine-2,4-dione). Solvent: CCOC(=O)C (EtOAc), CN1CCCC1=O (NMP). Reaction conditions: temperature 80 celsius. The product is C(C1=CC=CC=C1)OC1=C(C=CC(=C1)NC1=NC(=NC(=N1)N1C[C@@H](C[C@@H](C1)NC(=O)OC(C)(C)C)NC(=O)OC(C)(C)C)N1C[C@@H](C[C@@H](C1)NC(=O)OC(C)(C)C)NC(=O)OC(C)(C)C)NC(C1=C(C=C(C=C1)Cl)O)=O (N-[2-Benzyloxy-4-(4,6-bis-((3R,5S)-3,5-bis-(tert-Butoxycarbonylamino)-piperidin-1-yl)-[1,3,5]triazin-2-ylamino)-phenyl]-4-chloro-2-hydroxy-benzamide). Isolated yield 60.0%. RXN SMILES: [CH2:1]([O:8][C:9]1[CH:14]=[C:13]([NH:15][C:16]2[N:21]=[C:20]([N:22]3[CH2:27][C@@H:26]([NH:28][C:29]([O:31][C:32]([CH3:35])([CH3:34])[CH3:33])=[O:30])[CH2:25][C@@H:24]([NH:36][C:37]([O:39][C:40]([CH3:43])([CH3:42])[CH3:41])=[O:38])[CH2:23]3)[N:19]=[C:18]([N:44]3[CH2:49][C@@H:48]([NH:50][C:51]([O:53][C:54]([CH3:57])([CH3:56])[CH3:55])=[O:52])[CH2:47][C@@H:46]([NH:58][C:59]([O:61][C:62]([CH3:65])([CH3:64])[CH3:63])=[O:60])[CH2:45]3)[N:17]=2)[CH:12]=[CH:11][C:10]=1[NH2:66])[C:2]1[CH:7]=[CH:6][CH:5]=[CH:4][CH:3]=1.[Cl:67][C:68]1[CH:79]=[CH:78][C:71]2[C:72](=O)[O:73]C(=O)[O:75][C:70]=2[CH:69]=1>CN1C(=O)CCC1.CCOC(C)=O>[CH2:1]([O:8][C:9]1[CH:14]=[C:13]([NH:15][C:16]2[N:21]=[C:20]([N:22]3[CH2:27][C@@H:26]([NH:28][C:29]([O:31][C:32]([CH3:33])([CH3:34])[CH3:35])=[O:30])[CH2:25][C@@H:24]([NH:36][C:37]([O:39][C:40]([CH3:43])([CH3:42])[CH3:41])=[O:38])[CH2:23]3)[N:19]=[C:18]([N:44]3[CH2:45][C@@H:46]([NH:58][C:59]([O:61][C:62]([CH3:65])([CH3:64])[CH3:63])=[O:60])[CH2:47][C@@H:48]([NH:50][C:51]([O:53][C:54]([CH3:57])([CH3:56])[CH3:55])=[O:52])[CH2:49]3)[N:17]=2)[CH:12]=[CH:11][C:10]=1[NH:66][C:72](=[O:73])[C:71]1[CH:78]=[CH:79][C:68]([Cl:67])=[CH:69][C:70]=1[OH:75])[C:2]1[CH:3]=[CH:4][CH:5]=[CH:6][CH:7]=1. Procedure details: 2-Benzyloxy-N4-(4,6-bis-((3R,5S)-3,5-bis-(tert-butoxycarbonylamino)-piperidin-1-yl)-[1,3,5]triazin-2-yl)-benzene-1,4-diamine (83) (0.16 g, 0.174 mmol) and 7-chloro-benzo[1,3]dioxine-2,4-dione (91) (0.2 g, 1.0 mmol) were combined and dissolved in NMP (8 mL). The mixture was heated to 80° C. for 16 h. LC-MS indicated complete reaction at this point. The mixture was diluted with EtOAc (30 mL), washed with water (2×15 mL), saturated aqueous NaHCO3 (2×15 mL) and brine (2×15 mL) via extraction, dried ... Reactants: Cc1cc(Br)ccc1F, O=C([O-])[O-], C#CCOC1CCCCO1, CC#N, CC(C)c1cc(C(C)C)c(-c2ccccc2P(C2CCCCC2)C2CCCCC2)c(C(C)C)c1, [Cs+], [Cs+], O. Yields the product Cc1cc(C#CCOC2CCCCO2)ccc1F. RXN SMILES: [Br:1][c:2]1[cH:3][cH:4][c:5]([F:9])[c:6]([CH3:8])[cH:7]1.[C:10](=[O:11])([O-:12])[O-:13].[CH2:16]([C:17]#[CH:18])[O:19][CH:20]1[O:21][CH2:22][CH2:23][CH2:24][CH2:25]1.[CH3:61][C:62]#[N:63].[CH:26]1([P:27]([CH:28]2[CH2:29][CH2:30][CH2:31][CH2:32][CH2:33]2)[c:34]2[cH:35][cH:36][cH:37][cH:38][c:39]2-[c:40]2[c:41]([CH:42]([CH3:43])[CH3:44])[cH:45][c:46]([CH:47]([CH3:48])[CH3:49])[cH:50][c:51]2[CH:52]([CH3:53])[CH3:54])[CH2:55][CH2:56][CH2:57][CH2:58][CH2:59]1.[Cs+:14].[Cs+:15].[OH2:60]>>[c:2]1([C:18]#[C:17][CH2:16][O:19][CH:20]2[O:21][CH2:22][CH2:23][CH2:24][CH2:25]2)[cH:3][cH:4][c:5]([F:9])[c:6]([CH3:8])[cH:7]1.